Dataset: the Open Reaction Database (ORD), a public repository of structured organic reaction records. Task: describe an organic reaction: reactants, conditions, products, and yield The reactants are COc1ccc(C(C)(C)C)cc1N, Cc1ccc(C(=O)O)cc1N=[N+]=[N-], COc1c(NC(=O)c2ccc(C)c(N=[N+]=[N-])c2)cc(C(C)(C)C)cc1NS(C)(=O)=O. Product: COc1ccc(C(C)(C)C)cc1NC(=O)c1ccc(C)c(N=[N+]=[N-])c1. Reaction SMILES: [C:14]([c:15]1[cH:16][cH:17][c:18]([O:19][CH3:20])[c:21]([NH2:22])[cH:23]1)([CH3:24])([CH3:25])[CH3:26].[N:1]([c:2]1[cH:3][c:4]([C:9]([OH:10])=[O:11])[cH:5][cH:6][c:7]1[CH3:8])=[N+:12]=[N-:13].[N:27](=[N+:28]=[N-:29])[c:30]1[cH:31][c:32]([C:33](=[O:34])[NH:35][c:36]2[c:37]([O:51][CH3:52])[c:38]([NH:46][S:47]([CH3:48])(=[O:49])=[O:50])[cH:39][c:40]([C:42]([CH3:43])([CH3:44])[CH3:45])[cH:41]2)[cH:53][cH:54][c:55]1[CH3:56]>>[N:27](=[N+:28]=[N-:29])[c:30]1[cH:31][c:32]([C:33](=[O:34])[NH:35][c:36]2[c:37]([O:51][CH3:52])[cH:38][cH:39][c:40]([C:42]([CH3:43])([CH3:44])[CH3:45])[cH:41]2)[cH:53][cH:54][c:55]1[CH3:56]. Starting materials: COc1ccc(-c2nc(C[P+](c3ccccc3)(c3ccccc3)c3ccccc3)nc3cc(OC)c(OC)cc23)cc1OC, CC[O-], CCO, Cn1ccnc1C=O, [Cl-], [Na+], O. Product: COc1ccc(-c2nc(C=Cc3nccn3C)nc3cc(OC)c(OC)cc23)cc1OC. Reaction SMILES: [CH3:2][O:3][c:4]1[cH:5][c:6]2[c:7](-[c:36]3[cH:37][c:38]([O:44][CH3:45])[c:39]([O:42][CH3:43])[cH:40][cH:41]3)[n:8][c:9]([CH2:16][P+:17]([c:18]3[cH:19][cH:20][cH:21][cH:22][cH:23]3)([c:24]3[cH:25][cH:26][cH:27][cH:28][cH:29]3)[c:30]3[cH:31][cH:32][cH:33][cH:34][cH:35]3)[n:10][c:11]2[cH:12][c:13]1[O:14][CH3:15].[CH3:47][CH2:48][O-:49].[CH3:59][CH2:60][OH:61].[CH:50](=[O:51])[c:52]1[n:53]([CH3:57])[cH:54][cH:55][n:56]1.[Cl-:1].[Na+:46].[OH2:58]>>[CH3:2][O:3][c:4]1[cH:5][c:6]2[c:7](-[c:36]3[cH:37][c:38]([O:44][CH3:45])[c:39]([O:42][CH3:43])[cH:40][cH:41]3)[n:8][c:9]([CH:16]=[CH:50][c:52]3[n:53]([CH3:57])[cH:54][cH:55][n:56]3)[n:10][c:11]2[cH:12][c:13]1[O:14][CH3:15]. Starting materials: BrC=1C=CC2=C(C=3N(CCO2)C(=C(N3)C(=O)N)CNC(C)C)C1 (10-bromo-3-((isopropylamino)methyl)-5,6-dihydrobenzo[f]imidazo[1,2-d][1,4]oxazepine-2-carboxamide), CC(C)(C#C)O (2-methylbut-3-yn-2-ol), BrC=1C=CC2=C(C=3N(CCO2)C(=C(N3)C(=O)N)CN3CCCC3)C1 (10-bromo-3-(pyrrolidin-1-ylmethyl)-5,6-dihydrobenzo[f]imidazo[1,2-d][1,4]oxazepine-2-carboxamide), C(C)(C)N (isopropylamine). Product: OC(C#CC=1C=CC2=C(C=3N(CCO2)C(=C(N3)C(=O)N)CNC(C)C)C1)(C)C (10-(3-hydroxy-3-methylbut-1-yn-1-yl)-3-((isopropylamino)methyl)-5,6-dihydrobenzo[f]imidazo[1,2-d][1,4]oxazepine-2-carboxamide). Yield: 39.0%. RXN SMILES: Br[C:2]1[CH:3]=[CH:4][C:5]2[O:11][CH2:10][CH2:9][N:8]3[C:12]([CH2:18][NH:19][CH:20]([CH3:22])[CH3:21])=[C:13]([C:15]([NH2:17])=[O:16])[N:14]=[C:7]3[C:6]=2[CH:23]=1.BrC1C=CC2OCCN3C(CN4CCCC4)=C(C(N)=O)N=C3C=2C=1.C(N)(C)C.[CH3:52][C:53]([OH:57])([C:55]#[CH:56])[CH3:54]>>[OH:57][C:53]([CH3:54])([CH3:52])[C:55]#[C:56][C:2]1[CH:3]=[CH:4][C:5]2[O:11][CH2:10][CH2:9][N:8]3[C:12]([CH2:18][NH:19][CH:20]([CH3:22])[CH3:21])=[C:13]([C:15]([NH2:17])=[O:16])[N:14]=[C:7]3[C:6]=2[CH:23]=1. Procedure details: Similar to as described in General Procedure G, 10-bromo-3-((isopropylamino)methyl)-5,6-dihydrobenzo[f]imidazo[1,2-d][1,4]oxazepine-2-carboxamide (prepared similarly as described in the synthesis of 10-bromo-3-(pyrrolidin-1-ylmethyl)-5,6-dihydrobenzo[f]imidazo[1,2-d][1,4]oxazepine-2-carboxamide replacing pyrrolidine with isopropylamine) was reacted with 2-methylbut-3-yn-2-ol to give the titled compound as a brown solid (16 mg, 39%). The reactants are [Al+3], [H-], [H-], [H-], [H-], [Li+], C1CCOC1, O, O=C(O)c1ccc(CSc2ccccc2)cc1. Yields the product OCc1ccc(CSc2ccccc2)cc1. RXN SMILES: [Al+3:2].[H-:1].[H-:4].[H-:5].[H-:6].[Li+:3].[O:25]1[CH2:26][CH2:27][CH2:28][CH2:29]1.[OH2:24].[c:7]1([S:13][CH2:14][c:15]2[cH:16][cH:17][c:18]([C:19](=[O:20])[OH:21])[cH:22][cH:23]2)[cH:8][cH:9][cH:10][cH:11][cH:12]1>>[c:7]1([S:13][CH2:14][c:15]2[cH:16][cH:17][c:18]([CH2:19][OH:20])[cH:22][cH:23]2)[cH:8][cH:9][cH:10][cH:11][cH:12]1. Reactants: ClC1=NN(C=C1NCC#C)C=1C=NC=CC1 (3-chloro-N-(prop-2-yn-1-yl)-1-(pyridin-3-yl)-1H-pyrazol-4-amine), Cl.C(C)N=C=NCCCN(C)C (N1-((ethylimino)methylene)-N3,N3-dimethylpropane-1,3-diamine hydrochloride), FC(C(CC(=O)O)SC)(F)F (4,4,4-trifluoro-3-(methylthio)butanoic acid). Reagents/catalysts: CN(C1=CC=NC=C1)C (N,N-dimethylpyridin-4-amine). Solvent: ClCCCl (DCE). Conditions: temperature 25 celsius, time 18 hour. The product is ClC1=NN(C=C1N(C(CC(C(F)(F)F)SC)=O)CC#C)C=1C=NC=CC1 (N-(3-chloro-1-(pyridin-3-yl)-1H-pyrazol-4-yl)-4,4,4-trifluoro-3-(methylthio)-N-(prop-2-yn-1-yl)butanamide). Yield: 98.0%. RXN SMILES: [Cl:1][C:2]1[C:6]([NH:7][CH2:8][C:9]#[CH:10])=[CH:5][N:4]([C:11]2[CH:12]=[N:13][CH:14]=[CH:15][CH:16]=2)[N:3]=1.Cl.C(N=C=NCCCN(C)C)C.[F:29][C:30]([F:39])([F:38])[CH:31]([S:36][CH3:37])[CH2:32][C:33](O)=[O:34]>CN(C)C1C=CN=CC=1.ClCCCl>[Cl:1][C:2]1[C:6]([N:7]([CH2:8][C:9]#[CH:10])[C:33](=[O:34])[CH2:32][CH:31]([S:36][CH3:37])[C:30]([F:39])([F:38])[F:29])=[CH:5][N:4]([C:11]2[CH:12]=[N:13][CH:14]=[CH:15][CH:16]=2)[N:3]=1 |f:1.2|. Reported procedure: To a 7 mL vial was added 3-chloro-N-(prop-2-yn-1-yl)-1-(pyridin-3-yl)-1H-pyrazol-4-amine (140 mg, 0.6 mmol), N,N-dimethylpyridin-4-amine (249 mg, 2.040 mmol), N1-((ethylimino)methylene)-N3,N3-dimethylpropane-1,3-diamine hydrochloride (276 mg, 1.440 mmol) followed by 4,4,4-trifluoro-3-(methylthio)butanoic acid (158 mg, 0.840 mmol) and DCE (1.2 mL). The solution was stirred at 25° C. for 18 hours, the crude reaction mixture was concentrated and purified with silica gel chromatography (0-100% EtOAc...